Dataset: the Open Reaction Database (ORD), a public repository of structured organic reaction records. Task: describe an organic reaction: reactants, conditions, products, and yield The reactants are BrCC1=CC=C(C=C1)[C-]1C=CC=C1.[CH-]1C=CC=C1.[Fe+2] (4-(Bromomethyl)phenylferrocene), C(C)(=S)[O-].[K+] (potassium thioacetate). Run in CN(C)C=O (DMF), CN(C)C=O (DMF). Conditions: time 8 hour. The product is C(C)(=O)SCC1=CC=C(C=C1)[C-]1C=CC=C1.[CH-]1C=CC=C1.[Fe+2] (4-[(S-Acetylthio)methyl]phenylferrocene). Isolated yield 88.4%. RXN SMILES: Br[CH2:2][C:3]1[CH:8]=[CH:7][C:6]([C-:9]2[CH:13]=[CH:12][CH:11]=[CH:10]2)=[CH:5][CH:4]=1.[CH-:14]1[CH:18]=[CH:17][CH:16]=[CH:15]1.[Fe+2:19].[C:20]([O-:23])(=[S:22])[CH3:21].[K+]>CN(C=O)C>[C:20]([S:22][CH2:2][C:3]1[CH:8]=[CH:7][C:6]([C-:9]2[CH:13]=[CH:12][CH:11]=[CH:10]2)=[CH:5][CH:4]=1)(=[O:23])[CH3:21].[CH-:14]1[CH:18]=[CH:17][CH:16]=[CH:15]1.[Fe+2:19] |f:0.1.2,3.4,6.7.8|. Procedure details: Following a general procedure (Zhang et al. (1999) Tetrahedron Lett., 40: 603–606), a solution of 19 (1.5 g, 4.2 mmol) in DMF (10 mL) was added to a solution of potassium thioacetate (0.60 g, 5.0 mmol) in DMF (10 mL) and the mixture was stirred overnight at rt. The mixture was filtered and water was added to the filtrate. The filtrate was extracted with ethyl ether (3×50 mL), and the combined organic layers were dried (MgSO4) and evaporated in vacuo. The residue was purified by column chromatogr... The reactants are [OH-].[Na+] (sodium hydroxide), CC(C)(C)[O-].[K+] (KOtBu), Cl (hydrochloric acid), C(C)C1=CC=C(C=C1)CC(=O)OCC (ethyl (4-ethyl-phenyl)-acetate), BrC1=CC(=C(C(=C1)F)C#N)F (1-bromo-4-cyano-3,5-difluoro-benzene). Solvent: CO (methanol), CN1CCCC1=O (NMP), CN1CCCC1=O (NMP). Conditions: time 1 hour. Product: BrC1=CC(=C(C(=C1)CC1=CC=C(C=C1)CC)C#N)OC (1-Bromo-4-cyano-3-methoxy-5-(4-ethyl-benzyl)-benzene). Reaction SMILES: C[C:2]([O-:5])(C)C.[K+].[CH2:7]([C:9]1[CH:14]=[CH:13][C:12]([CH2:15][C:16](OCC)=O)=[CH:11][CH:10]=1)[CH3:8].[Br:21][C:22]1[CH:27]=C(F)[C:25]([C:29]#[N:30])=[C:24](F)[CH:23]=1.[OH-].[Na+].Cl>CN1C(=O)CCC1.CO>[Br:21][C:22]1[CH:27]=[C:16]([CH2:15][C:12]2[CH:11]=[CH:10][C:9]([CH2:7][CH3:8])=[CH:14][CH:13]=2)[C:25]([C:29]#[N:30])=[C:24]([O:5][CH3:2])[CH:23]=1 |f:0.1,4.5|. Procedure: KOtBu (11.8 g) is added to a flask charged with a stir bar and dry NMP (40 mL) and chilled to −10° C. under argon atmosphere. A solution of ethyl (4-ethyl-phenyl)-acetate (10.1 g) and 1-bromo-4-cyano-3,5-difluoro-benzene (11.5 g) in NMP (40 mL) is added at such a rate that the reaction temperature maintains below 10° C. After stirring for 1 hour at room temperature, methanol (50 mL) and 1 M aqueous sodium hydroxide solution (39 mL) are added and the resulting mixture is stirred overnight at 100°... Reactants: ClC(Cl)(Cl)Cl, O=C([O-])[O-], CS(C)=O, Oc1ccc(C(F)(F)F)cc1Cl, NC(=O)c1cc(F)ccc1[N+](=O)[O-], [K+], [K+], O. Yields the product NC(=O)c1cc(Oc2ccc(C(F)(F)F)cc2Cl)ccc1[N+](=O)[O-]. Reaction SMILES: [C:36]([Cl:37])([Cl:38])([Cl:39])[Cl:40].[C:5](=[O:6])([O-:7])[O-:8].[CH3:1][S:2](=[O:3])[CH3:4].[Cl:11][c:12]1[c:13]([OH:22])[cH:14][cH:15][c:16]([C:18]([F:19])([F:20])[F:21])[cH:17]1.[F:23][c:24]1[cH:25][cH:26][c:27]([N+:33](=[O:34])[O-:35])[c:28]([C:29](=[O:30])[NH2:31])[cH:32]1.[K+:10].[K+:9].[OH2:41]>>[Cl:11][c:12]1[c:13]([O:22][c:24]2[cH:25][cH:26][c:27]([N+:33](=[O:34])[O-:35])[c:28]([C:29](=[O:30])[NH2:31])[cH:32]2)[cH:14][cH:15][c:16]([C:18]([F:19])([F:20])[F:21])[cH:17]1. The reactants are C([O-])([O-])=O.[K+].[K+] (potassium carbonate), P(=O)(Cl)(Cl)Cl (Phosphorous oxychloride), ice water, SC1=NC(=CC(N1C)=O)C1=NC=NC=C1 (2-Mercapto-3-methyl-6-(4-pyrimidyl)-3H-pyrimidine-4-one). The solvent is CN(C=O)C (dimethylformamide). Conditions: temperature 0 celsius, time 20 minute. The product is ClC1=NC(=CC(N1C)=O)C1=NC=NC=C1 (2-chloro-3-methyl-6-(4-pyrimidyl)-3H-pyrimidin-4-one). Isolated yield 27.0%. RXN SMILES: P(Cl)(Cl)([Cl:3])=O.S[C:7]1[N:12]([CH3:13])[C:11](=[O:14])[CH:10]=[C:9]([C:15]2[CH:20]=[CH:19][N:18]=[CH:17][N:16]=2)[N:8]=1.C(=O)([O-])[O-].[K+].[K+]>CN(C)C=O>[Cl:3][C:7]1[N:12]([CH3:13])[C:11](=[O:14])[CH:10]=[C:9]([C:15]2[CH:20]=[CH:19][N:18]=[CH:17][N:16]=2)[N:8]=1 |f:2.3.4|. Reported procedure: Phosphorous oxychloride (4.60 g, 30 mmol) was added to dimethylformamide (32 ml) and stirred for 20 min at 0° C. 2-Mercapto-3-methyl-6-(4-pyrimidyl)-3H-pyrimidine-4-one (4.40 g, 20 mmol) was added to the solution and stirred 5 min and then stirred at 70° C. for 2 hours. The reaction mixture was poured into ice water, neutralized by solid potassium carbonate, and extracted with ethyl acetate. The organic layer was washed with brine, dried over sodium sulfate, and evaporated under reduced pressure... Reactants: C=O (formaldehyde), C=O (formaldehyde), NC1=C(C(=NN1C1=C(C=C(C=C1Cl)C(F)(F)F)Cl)C(N(C)O)=N)S(=O)C(F)(F)F (5-Amino-1-(2,6-dichloro-4-trifluoromethylphenyl)-3-(N-hydroxy-N-methylamidino)-4-trifluoromethylsulfinylpyrazole). Reagents/catalysts: C(C)(=O)O (acetic acid), C(C)(=O)O (acetic acid). Run in C(C)#N (acetonitrile). Run at temperature 50 celsius, time 5 hour. Product: NC1=C(C(=NN1C1=C(C=C(C=C1Cl)C(F)(F)F)Cl)C=1N(OCN1)C)S(=O)C(F)(F)F (5-Amino-1-(2,6-dichloro-4-trifluoromethylphenyl)-3-(2,5-dihydro-2-methyl-1,2,4-oxadiazol-3-yl)-4-trifluoromethylsulfinylpyrazole). The yield is 25.1%. As a reaction SMILES: [NH2:1][C:2]1[N:6]([C:7]2[C:12]([Cl:13])=[CH:11][C:10]([C:14]([F:17])([F:16])[F:15])=[CH:9][C:8]=2[Cl:18])[N:5]=[C:4]([C:19](=[NH:23])[N:20]([OH:22])[CH3:21])[C:3]=1[S:24]([C:26]([F:29])([F:28])[F:27])=[O:25].[CH2:30]=O>C(#N)C.C(O)(=O)C>[NH2:1][C:2]1[N:6]([C:7]2[C:8]([Cl:18])=[CH:9][C:10]([C:14]([F:17])([F:16])[F:15])=[CH:11][C:12]=2[Cl:13])[N:5]=[C:4]([C:19]2[N:20]([CH3:21])[O:22][CH2:30][N:23]=2)[C:3]=1[S:24]([C:26]([F:28])([F:29])[F:27])=[O:25]. Procedure: 5-Amino-1-(2,6-dichloro-4-trifluoromethylphenyl)-3-(N-hydroxy-N-methylamidino)-4-trifluoromethylsulfinylpyrazole(1.00 g, 2.07 mmol) was dissolved in 10 ml of acetonitrile, and then aqueous 37% formaldehyde solution 840 mg (10.3 mmol) and 5 drops of acetic acid were added. After the mixture was stirred at 50° C. for 5 hours, aqueous 37% formaldehyde solution 840 mg (10.3 mmol) and, 5 drops of acetic acid were further added, followed by stirring at 50° C. for 5 hours. The reaction mixture was conc... Starting materials: ClC1=CC(=C(C(=CN(C)C)C(=O)C=2SC=CC2C)C=C1)[N+](=O)[O-] (4-chloro-β-(dimethylamino)-α-(3-methyl-2-thienoyl)-2-nitrosty rene), O1CCOCC1 (1,4-dioxane). The solvent is O (water). Yields the product ClC1=CC(=C(C=C1)CC(=O)C=1SC=CC1C)[N+](=O)[O-] (2-(4-Chloro-2-nitrophenyl)-1-(3-methyl-2-thienyl)ethanone). Yield: 59.9%. RXN SMILES: [Cl:1][C:2]1[CH:20]=[CH:19][C:5]([C:6]([C:11]([C:13]2[S:14][CH:15]=[CH:16][C:17]=2[CH3:18])=[O:12])=CN(C)C)=[C:4]([N+:21]([O-:23])=[O:22])[CH:3]=1.O1CCOCC1>O>[Cl:1][C:2]1[CH:20]=[CH:19][C:5]([CH2:6][C:11]([C:13]2[S:14][CH:15]=[CH:16][C:17]=2[CH3:18])=[O:12])=[C:4]([N+:21]([O-:23])=[O:22])[CH:3]=1. Reported procedure: A stirred solution of 6.0 g of 4-chloro-β-(dimethylamino)-α-(3-methyl-2-thienoyl)-2-nitrosty rene, 50 ml of 1,4-dioxane and 10 ml of water was refluxed for 16 hr and allowed to cool. The cooled solution was concentrated, and the residue was partitioned between dichloromethane and water. The organic phase was dried over anhydrous sodium sulfate, filtered and concentrated. A stirred solution of the residue, dioxane and water was refluxed overnight and was worked-up as above. The residue was purifi... The yield is 94.0%. Reaction SMILES: [Cl:1][C:2]1[CH:17]=[CH:16][CH:15]=[CH:14][C:3]=1[CH2:4][N:5]1[CH2:10][CH:9]([CH3:11])[O:8][CH:7]([CH2:12]Cl)[CH2:6]1.[K].[C:19]1(=[O:29])[NH:23][C:22](=[O:24])[C:21]2=[CH:25][CH:26]=[CH:27][CH:28]=[C:20]12>CN(C)C=O>[Cl:1][C:2]1[CH:17]=[CH:16][CH:15]=[CH:14][C:3]=1[CH2:4][N:5]1[CH2:10][CH:9]([CH3:11])[O:8][CH:7]([CH2:12][N:23]2[C:22](=[O:24])[C:21]3=[CH:25][CH:26]=[CH:27][CH:28]=[C:20]3[C:19]2=[O:29])[CH2:6]1 |f:1.2,^1:17|. Product: ClC1=C(CN2CC(OC(C2)C)CN2C(C=3C(C2=O)=CC=CC3)=O)C=CC=C1 (N-[[4-(2-chlorobenzyl)-6-methyl-2-morpholinyl]methyl]phthalimide). The reactants are ClC1=C(CN2CC(OC(C2)C)CCl)C=CC=C1 (4-(2-chlorobenzyl)-2-chloromethyl-6-methylmorpholine), [K].C1(C=2C(C(N1)=O)=CC=CC2)=O (phthalimide potassium salt), ice water. Procedure: A mixture of 4-(2-chlorobenzyl)-2-chloromethyl-6-methylmorpholine (19.7 g), phthalimide potassium salt (14.6 g), and dimethylformamide (150 ml) is stirred at 150° C. for 5 hours. The reaction mixture is poured into ice-water and extracted with diethyl ether. The organic layer is washed successively with water and saturated aqueous sodium chloride solution, and dried over magnesium sulfate. The solvent is distilled off to give the title compound (26 g) as an oil. Conditions: temperature 150 celsius, time 5 hour. The solvent is CN(C=O)C (dimethylformamide).